describe an organic reaction: reactants, conditions, products, and yield From a dataset of the Open Reaction Database (ORD), a public repository of structured organic reaction records. The reactants are CSC (dimethyl sulphide), O=O (oxygen), O=[O+][O-] (ozone), CC1=CC=C(C=C1)S(=O)(=O)[O-] (4-methylphenylsulphonate), C1(=CC=CC=C1)C(C1=CC=CC=C1)OC(=O)[C@H]1C(CS[C@H]2N1C([C@H]2N)=O)=C (7β-amino-3-methylene-cepham-4α-carboxylic acid diphenylmethyl ester). Solvent: CO (methanol). Run at temperature -12 celsius, time 5 minute. Yields the product CC1=CC=C(C=C1)S(=O)(=O)[O-] (4-methylphenylsulphonate), C1(=CC=CC=C1)C(C1=CC=CC=C1)OC(=O)C1C(CS[C@H]2N1C([C@H]2N)=O)=O (7β-amino-cepham-3-one-4ξ-carboxylic acid diphenylmethyl ester). Reaction SMILES: O=O.[O:3]=[O+][O-].[CH3:6][C:7]1[CH:12]=[CH:11][C:10]([S:13]([O-:16])(=[O:15])=[O:14])=[CH:9][CH:8]=1.[C:17]1([CH:23]([O:30][C:31]([C@@H:33]2[N:38]3[C:39](=[O:42])[C@@H:40]([NH2:41])[C@H:37]3[S:36][CH2:35][C:34]2=C)=[O:32])[C:24]2[CH:29]=[CH:28][CH:27]=[CH:26][CH:25]=2)[CH:22]=[CH:21][CH:20]=[CH:19][CH:18]=1.CSC>CO>[CH3:6][C:7]1[CH:8]=[CH:9][C:10]([S:13]([O-:16])(=[O:15])=[O:14])=[CH:11][CH:12]=1.[C:24]1([CH:23]([O:30][C:31]([CH:33]2[N:38]3[C:39](=[O:42])[C@@H:40]([NH2:41])[C@H:37]3[S:36][CH2:35][C:34]2=[O:3])=[O:32])[C:17]2[CH:22]=[CH:21][CH:20]=[CH:19][CH:18]=2)[CH:25]=[CH:26][CH:27]=[CH:28][CH:29]=1. Procedure: A stream of oxygen and ozone (containing 0.35 mmol of ozone per minute) is passed for 4 minutes through a solution, cooled to -60° C., of 0.553 g of the 4-methylphenylsulphonate of 7β-amino-3-methylene-cepham-4α-carboxylic acid diphenylmethyl ester in 50 ml of methanol. After a further 5 minutes, the pale blue-coloured solution is treated with 0.3 ml of dimethyl sulphide. The mixture is stirred for 15 minutes at -70° C., for one hour at -12° C. and for one hour in an ice bath and is then evapora... The product is CCCCc1nc(Cl)c(C(=O)OCP(=O)(OCC)OCC)n1Cc1ccc(-c2ccccc2-c2nnn[nH]2)cc1. As a reaction SMILES: [CH2:1]([c:2]1[n:3]([CH2:4][c:5]2[cH:6][cH:7][c:8](-[c:9]3[cH:10][cH:11][cH:12][cH:13][c:14]3-[c:15]3[n:16]([C:17]([c:18]4[cH:19][cH:20][cH:21][cH:22][cH:23]4)([c:24]4[cH:25][cH:26][cH:27][cH:28][cH:29]4)[c:30]4[cH:31][cH:32][cH:33][cH:34][cH:35]4)[n:36][n:37][n:38]3)[cH:39][cH:40]2)[c:41]([C:42]([O:43][CH2:44][O:45][P:46]([O:47][CH3:48])([O:49][CH:50]2[CH2:51][O:52][CH:53]3[CH:54]([O:55][N+:56]([O-:57])=[O:58])[CH2:59][O:60][CH:61]23)=[O:62])=[O:63])[c:64]([Cl:65])[n:66]1)[CH2:67][CH2:68][CH3:69].[CH2:70]([CH2:71][CH2:72][CH3:73])[c:74]1[n:75]([CH2:92][c:93]2[cH:94][cH:95][c:96](-[c:99]3[c:100](-[c:105]4[n:106][n:107][n:108][n:109]4[C:110]([c:111]4[cH:112][cH:113][cH:114][cH:115][cH:116]4)([c:117]4[cH:118][cH:119][cH:120][cH:121][cH:122]4)[c:123]4[cH:124][cH:125][cH:126][cH:127][cH:128]4)[cH:101][cH:102][cH:103][cH:104]3)[cH:97][cH:98]2)[c:76]([C:80](=[O:81])[O:82][CH2:83][P:84](=[O:85])([O:86][CH2:87][CH3:88])[O:89][CH2:90][CH3:91])[c:77]([Cl:79])[n:78]1>>[CH2:70]([CH2:71][CH2:72][CH3:73])[c:74]1[n:75]([CH2:92][c:93]2[cH:94][cH:95][c:96](-[c:99]3[c:100](-[c:105]4[n:106][n:107][n:108][nH:109]4)[cH:101][cH:102][cH:103][cH:104]3)[cH:97][cH:98]2)[c:76]([C:80](=[O:81])[O:82][CH2:83][P:84](=[O:85])([O:86][CH2:87][CH3:88])[O:89][CH2:90][CH3:91])[c:77]([Cl:79])[n:78]1. Reactants: CCCCc1nc(Cl)c(C(=O)OCOP(=O)(OC)OC2COC3C(O[N+](=O)[O-])COC23)n1Cc1ccc(-c2ccccc2-c2nnnn2C(c2ccccc2)(c2ccccc2)c2ccccc2)cc1, CCCCc1nc(Cl)c(C(=O)OCP(=O)(OCC)OCC)n1Cc1ccc(-c2ccccc2-c2nnnn2C(c2ccccc2)(c2ccccc2)c2ccccc2)cc1. Reactants: COC([C@@H](N)CC1=CC=C(C=C1)OCC=C)=O (O-Allyltyrosine methyl ester), CO[C@](C(=O)O)(C1=CC=CC=C1)C(F)(F)F ((S)-(-)-methoxy(trifluoromethyl)phenyl-acetic acid), C1CCC(CC1)N=C=NC2CCCCC2 (DCC). The solvent is C(Cl)Cl (CH2Cl2), C(Cl)Cl (CH2Cl2). The product is CO[C@](C(=O)N)(C1=CC=CC=C1)C(F)(F)F ((S)-(-)-methoxy-(trifluoromethyl)phenyl-acetamide). Reaction SMILES: COC(=O)[C@H](CC1C=CC(OCC=C)=CC=1)[NH2:5].[CH3:18][O:19][C@@:20]([C:30]([F:33])([F:32])[F:31])([C:24]1[CH:29]=[CH:28][CH:27]=[CH:26][CH:25]=1)[C:21](O)=[O:22].C1CCC(N=C=NC2CCCCC2)CC1>C(Cl)Cl>[CH3:18][O:19][C@@:20]([C:30]([F:33])([F:32])[F:31])([C:24]1[CH:29]=[CH:28][CH:27]=[CH:26][CH:25]=1)[C:21]([NH2:5])=[O:22]. Procedure details: O-Allyltyrosine methyl ester (20 mg, 0.084 mmol) was added to a stirred solution of (S)-(-)-methoxy(trifluoromethyl)phenyl-acetic acid (28.0 mg, 0.120 mmol) and DCC (40 mg, 0.20 mmol) in CH2Cl2 (0.50 mL). After 3 h the reaction mixture was diluted with CH2Cl2 (10.0 mL), filtered, and washed with 0.5M aq NaOH. Drying and solvent removal afforded the crude (S)-(-)-methoxy-(trifluoromethyl)phenyl-acetamide as a waxy oil containing DCC and N,N-dicyclohexylurea: Rf 0.55 (50% ether/hexane); 1H NMR (CD...